From a dataset of the Open Reaction Database (ORD), a public repository of structured organic reaction records. describe an organic reaction: reactants, conditions, products, and yield Starting materials: COC(C(CC1=CC=C(C=2SC=CC21)O)OCC)=O ([rac]-2-ethoxy-3-(7-hydroxy-benzo[b]thiophen-4-yl)-propionic acid methyl ester), O=P(Cl)(Cl)Cl (POCl3), [H-].[Na+] (sodium hydride), ClCC=1N=C(OC1C)C1=CC=C(C=C1)C(C)(C)C (4-chloromethyl-2-(4-tert-butyl-phenyl)-5-methyl-oxazole), C(C)(C)(C)C1=CC=C(C=O)C=C1 (4-tert-butyl-benzaldehyde). The solvent is CN(C=O)C (N,N-dimethylformamide). Product: COC(C(CC1=CC=C(C=2SC=CC21)OCC=2N=C(OC2C)C2=CC=C(C=C2)C(C)(C)C)OCC)=O ([rac]-3-{7-[2-(4-tert-butyl-phenyl)-5-methyl-oxazol-4-ylmethoxy]-benzo[b]thiophen-4-yl}-2-ethoxy-propionic acid methyl ester). As a reaction SMILES: [CH3:1][O:2][C:3](=[O:19])[CH:4]([O:16][CH2:17][CH3:18])[CH2:5][C:6]1[C:14]2[CH:13]=[CH:12][S:11][C:10]=2[C:9]([OH:15])=[CH:8][CH:7]=1.Cl[CH2:21][C:22]1[N:23]=[C:24]([C:28]2[CH:33]=[CH:32][C:31]([C:34]([CH3:37])([CH3:36])[CH3:35])=[CH:30][CH:29]=2)[O:25][C:26]=1[CH3:27].C(C1C=CC(C=O)=CC=1)(C)(C)C.O=P(Cl)(Cl)Cl.[H-].[Na+]>CN(C)C=O>[CH3:1][O:2][C:3](=[O:19])[CH:4]([O:16][CH2:17][CH3:18])[CH2:5][C:6]1[C:14]2[CH:13]=[CH:12][S:11][C:10]=2[C:9]([O:15][CH2:21][C:22]2[N:23]=[C:24]([C:28]3[CH:29]=[CH:30][C:31]([C:34]([CH3:37])([CH3:36])[CH3:35])=[CH:32][CH:33]=3)[O:25][C:26]=2[CH3:27])=[CH:8][CH:7]=1 |f:4.5|. Reported procedure: In analogy to the procedure described in example 108 c], [rac]-2-ethoxy-3-(7-hydroxy-benzo[b]thiophen-4-yl)-propionic acid methyl ester (example 151 a]) was treated with 4-chloromethyl-2-(4-tert-butyl-phenyl)-5-methyl-oxazole (prepared from 4-tert-butyl-benzaldehyde and diacetyl monoxyme followed by treatment with POCl3 in analogy to the procedures described in examples 21 a] and b]) and sodium hydride in N,N-dimethylformamide to yield [rac]-3-{7-[2-(4-tert-butyl-phenyl)-5-methyl-oxazol-4-ylmeth... Reactants: NC1=C2CCCC2=CC=C1 (4-amino-indane), [Cl-].[Al+3].[Cl-].[Cl-] (aluminium chloride), [Al] (aluminium), C=C (ethylene). Reaction conditions: temperature 300 celsius. Product: C(C)C=1C(=C2CCCC2=CC1)N (5-ethyl-4-amino-indane). RXN SMILES: [NH2:1][C:2]1[CH:10]=[CH:9][CH:8]=[C:7]2[C:3]=1[CH2:4][CH2:5][CH2:6]2.[Cl-].[Al+3].[Cl-].[Cl-].[Al].[CH2:16]=[CH2:17]>>[CH2:16]([C:10]1[C:2]([NH2:1])=[C:3]2[C:7](=[CH:8][CH:9]=1)[CH2:6][CH2:5][CH2:4]2)[CH3:17] |f:1.2.3.4|. Reported procedure: A mixture of 106 g (0.8 mole) of 4-amino-indane, 4 g of aluminium chloride and 1.6 g of aluminium shot is heated in an autoclave to 300°C. After injection of ethylene at 200 bar, the reaction mixture is maintained for one hour at 300°C. By distillation of the green-black crude product in high vacuum there is obtained 106.9 g of 5-ethyl-4-amino-indane, B.P. 72 to 74°C/0.001 Torr.